From a dataset of the Open Reaction Database (ORD), a public repository of structured organic reaction records. describe an organic reaction: reactants, conditions, products, and yield The product is CN(C[C@@H](CC(=O)OCC1=CC=CC=C1)NS(=O)(=O)C=1SC(=CC1)C#CC1=CC=CC=C1)C ((R)-benzyl 4-(dimethylamino)-3-(5-(phenylethynyl)thiophene-2-sulfonamido)-butanoate). Yield: 87.0%. Starting materials: BrC1=CC=C(S1)S(=O)(=O)N[C@H](CC(=O)OCC1=CC=CC=C1)CN(C)C ((R)-benzyl 3-(5-bromothiophene-2-sulfonamido)-4-(dimethylamino)butanoate), C(#C)C1=CC=CC=C1 (ethynylbenzene). Procedure: According to the method described in example S76a, (R)-benzyl 3-(5-bromothiophene-2-sulfonamido)-4-(dimethylamino)butanoate was reacted with ethynylbenzene to give the title compound as a brown oil (55 mg, 87%). MS ESI 483.3 [M+H]+, calcd for [C25H26N2O4S2+H]+ 483.13. RXN SMILES: Br[C:2]1[S:6][C:5]([S:7]([NH:10][C@@H:11]([CH2:23][N:24]([CH3:26])[CH3:25])[CH2:12][C:13]([O:15][CH2:16][C:17]2[CH:22]=[CH:21][CH:20]=[CH:19][CH:18]=2)=[O:14])(=[O:9])=[O:8])=[CH:4][CH:3]=1.[C:27]([C:29]1[CH:34]=[CH:33][CH:32]=[CH:31][CH:30]=1)#[CH:28]>>[CH3:25][N:24]([CH3:26])[CH2:23][C@H:11]([NH:10][S:7]([C:5]1[S:6][C:2]([C:28]#[C:27][C:29]2[CH:34]=[CH:33][CH:32]=[CH:31][CH:30]=2)=[CH:3][CH:4]=1)(=[O:9])=[O:8])[CH2:12][C:13]([O:15][CH2:16][C:17]1[CH:22]=[CH:21][CH:20]=[CH:19][CH:18]=1)=[O:14]. Reactants: [Cl-].[NH4+] (ammonium chloride), C(C1=CC=CC=C1)(=O)C1NC(OC1)=O (4-benzoyl oxazolidin-2-one), O1CCCC1 (tetrahydrofuran), BrC1CCCCC1 (bromocyclohexane), [Mg] (magnesium), O1CCCC1 (tetrahydrofuran). Reported procedure: 5.0 g (0.0262 mole) of 4-benzoyl oxazolidin-2-one dissolved in 100 ml of absolute tetrahydrofuran are added dropwise while cooling with ice to a Grignard solution prepared from 12.8 ml (0.127 mole) of bromocyclohexane and 2.98 g (0.128 gram equivalent) of magnesium in 150 ml of absolute tetrahydrofuran. This solution is stirred for 2 hours at 60° C, subsequently hydrolysed with approximately 500 ml of a saturated ammonium chloride solution and repeatedly extracted with chloroform. The organic ph... The product is OC1(CCCCC1)C(C1=CC=CC=C1)C1NC(OC1)=O (4-[α-(Hydroxy cyclohexyl)-benzyl]-oxazolidin-2-one). RXN SMILES: [C:1]([CH:9]1[CH2:13][O:12][C:11](=[O:14])[NH:10]1)(=O)[C:2]1[CH:7]=[CH:6][CH:5]=[CH:4][CH:3]=1.Br[CH:16]1[CH2:21][CH2:20][CH2:19][CH2:18][CH2:17]1.[Mg].[Cl-].[NH4+].[O:25]1CCCC1>>[OH:25][C:2]1([CH:1]([CH:9]2[CH2:13][O:12][C:11](=[O:14])[NH:10]2)[C:16]2[CH:21]=[CH:20][CH:19]=[CH:18][CH:17]=2)[CH2:7][CH2:6][CH2:5][CH2:4][CH2:3]1 |f:3.4|. Reactants: CC1=C(C=2N(N=C1SC)C(=C(N2)C2=CC=C(C=C2)C2(CCC2)NC(OC(C)(C)C)=O)C2=CC=CC=C2)C (tert-butyl (1-{4-[7,8-dimethyl-6-(methylsulfanyl)-3-phenylimidazo[1,2-b]pyridazin-2-yl]phenyl}cyclobutyl)carbamate), CO (MeOH), Cl (hydrogen chloride), O1CCOCC1 (dioxane). Run in C(Cl)Cl (DCM), C(Cl)Cl (DCM). Conditions: time 8 hour. Yields the product CC1=C(C=2N(N=C1SC)C(=C(N2)C2=CC=C(C=C2)C2(CCC2)N)C2=CC=CC=C2)C (1-{4-[7,8-Dimethyl-6-(methylsulfanyl)-3-phenylimidazo[1,2-b]pyridazin-2-yl]-phenyl}cyclobutanamine). Yield: 94.0%. As a reaction SMILES: [CH3:1][C:2]1[C:7]([S:8][CH3:9])=[N:6][N:5]2[C:10]([C:31]3[CH:36]=[CH:35][CH:34]=[CH:33][CH:32]=3)=[C:11]([C:13]3[CH:18]=[CH:17][C:16]([C:19]4([NH:23]C(=O)OC(C)(C)C)[CH2:22][CH2:21][CH2:20]4)=[CH:15][CH:14]=3)[N:12]=[C:4]2[C:3]=1[CH3:37].CO.Cl.O1CCOCC1>C(Cl)Cl>[CH3:1][C:2]1[C:7]([S:8][CH3:9])=[N:6][N:5]2[C:10]([C:31]3[CH:32]=[CH:33][CH:34]=[CH:35][CH:36]=3)=[C:11]([C:13]3[CH:14]=[CH:15][C:16]([C:19]4([NH2:23])[CH2:22][CH2:21][CH2:20]4)=[CH:17][CH:18]=3)[N:12]=[C:4]2[C:3]=1[CH3:37]. Procedure: To a mixture of the tert-butyl (1-{4-[7,8-dimethyl-6-(methylsulfanyl)-3-phenylimidazo[1,2-b]pyridazin-2-yl]phenyl}cyclobutyl)carbamate that was prepared in a manner analgous to that described for Intermediate Example Int-35 (95 mg, 0.190 mmol, 1.0 eq) in DCM (1.19 mL) and MeOH (0.75 mL) was added a solution of 4 M hydrogen chloride in dioxane (0.92 mL, 3.69 mmol, 20.0 eq) and the mixture was stirred overnight at rt. The mixture was poured onto ice, made alkaline, treated with DCM and filtered th... Starting materials: FC(C=1C=C(OS(=O)(=O)C2=NNC=N2)C=CC1)(F)F (3-(3-trifluoromethylphenoxysulfonyl)-1,2,4-triazole), O (water), C([O-])([O-])=O.[K+].[K+] (potassium carbonate), CN(S(=O)(=O)Cl)C (dimethylsulfamoylchloride). The solvent is C(C)#N (acetonitrile). Yields the product CN(S(=O)(=O)N1N=C(N=C1)S(=O)(=O)OC1=CC(=CC=C1)C(F)(F)F)C (1-dimethylsulfamoyl-3-(3-trifluoromethylphenoxysulfonyl)-1,2,4-triazole). Yield: 97.4%. Reaction SMILES: [F:1][C:2]([F:19])([F:18])[C:3]1[CH:4]=[C:5]([CH:15]=[CH:16][CH:17]=1)[O:6][S:7]([C:10]1[N:14]=[CH:13][NH:12][N:11]=1)(=[O:9])=[O:8].C(=O)([O-])[O-].[K+].[K+].[CH3:26][N:27]([CH3:32])[S:28](Cl)(=[O:30])=[O:29].O>C(#N)C>[CH3:26][N:27]([CH3:32])[S:28]([N:12]1[CH:13]=[N:14][C:10]([S:7]([O:6][C:5]2[CH:15]=[CH:16][CH:17]=[C:3]([C:2]([F:18])([F:1])[F:19])[CH:4]=2)(=[O:8])=[O:9])=[N:11]1)(=[O:30])=[O:29] |f:1.2.3|. Reported procedure: 1.0 g of 3-(3-trifluoromethylphenoxysulfonyl)-1,2,4-triazole synthesized by a method similar to that employed to prepare the precursor according to Reference Example 1 was dissolved in 10 ml of acetonitrile. Then, 0.57 g of potassium carbonate was added, and 0.59 g of dimethylsulfamoylchloride was gradually added at room temperature while stirring them. Then, they were refluxed for one hour, and the reactant solution was poured into water and extracted with ethyl acetate. The organic layer was w... Starting materials: C(C1=CC=CC=C1)OC(=O)N[C@H](C(C(=O)OC)O)CC1CC1 ((3S)-methyl 3-(benzyloxycarbonylamino)-4-cyclopropyl-2-hydroxybutanoate), [Li+].[OH-] (LiOH), Cl (HCl). Run in C1CCOC1 (THF), O (water). Conditions: time 30 minute. The product is C(C1=CC=CC=C1)OC(=O)N[C@H](C(C(=O)O)O)CC1CC1 ((3S)-3-(benzyloxycarbonylamino)-4-cyclopropyl-2-hydroxybutanoic acid). The yield is 97.0%. As a reaction SMILES: [CH2:1]([O:8][C:9]([NH:11][C@@H:12]([CH2:19][CH:20]1[CH2:22][CH2:21]1)[CH:13]([OH:18])[C:14]([O:16]C)=[O:15])=[O:10])[C:2]1[CH:7]=[CH:6][CH:5]=[CH:4][CH:3]=1.[Li+].[OH-].Cl>C1COCC1.O>[CH2:1]([O:8][C:9]([NH:11][C@@H:12]([CH2:19][CH:20]1[CH2:21][CH2:22]1)[CH:13]([OH:18])[C:14]([OH:16])=[O:15])=[O:10])[C:2]1[CH:3]=[CH:4][CH:5]=[CH:6][CH:7]=1 |f:1.2|. Reported procedure: To a solution of the methyl ester of Step 2 (400 mg; 1.3 mmol) in THF (8 mL) and water (6.63 mL) was added LiOH (1 N; 1.37 mL). The reaction mixture was stirred for 30 minutes and then acidified with 1.0 N HCl to pH=3≈4. The mixture was extracted with EtOAc (20 mL, twice). The combined organic layer was washed with water, brine, and then concentrated in vacuo to afford the title compound (370 mg). (M+1) 294.